Dataset: the Open Reaction Database (ORD), a public repository of structured organic reaction records. Task: describe an organic reaction: reactants, conditions, products, and yield Isolated yield 65.0%. Product: ClC=1C=C(C=CC1)C=1N=C(C2=C(N1)CCCS2)NC2=CC=C(C=C2)CC=2N=NNN2 (2-(3-Chlorophenyl)-N-[4-(2H-tetrazol-5-ylmethyl)phenyl]-7,8-dihydro-6H-thiopyrano[3,2-d]pyrimidin-4-amine), Cl (HCl). Procedure details: A 8-mL vial was charged with 2-[4-[[2-(3-chlorophenyl)-7,8-dihydro-6H-thiopyrano[3,2-d]pyrimidin-4-yl]amino]phenyl]acetonitrile (32 mg, 0.081 mmol, 1 eq.), azido(trimethyl)silane (0.2 ml, excess) and tetrabutylammonium fluoride hydrate (50 mg, 0.19 mmol, 2.3 eq.). The mixture was stirred at 110° C. overnight. After cooling to room temperature, the mixture was partitioned between dichloromethane (4 ml) and 2N HCl (4 ml). The solid was collected by filtration and washed with water (10 ml) followed... As a reaction SMILES: [Cl:1][C:2]1[CH:3]=[C:4]([C:8]2[N:9]=[C:10]([NH:18][C:19]3[CH:24]=[CH:23][C:22]([CH2:25][C:26]#[N:27])=[CH:21][CH:20]=3)[C:11]3[S:17][CH2:16][CH2:15][CH2:14][C:12]=3[N:13]=2)[CH:5]=[CH:6][CH:7]=1.[N:28]([Si](C)(C)C)=[N+:29]=[N-:30].O.[F-].C([N+](CCCC)(CCCC)CCCC)CCC>>[Cl:1][C:2]1[CH:3]=[C:4]([C:8]2[N:9]=[C:10]([NH:18][C:19]3[CH:24]=[CH:23][C:22]([CH2:25][C:26]4[N:28]=[N:29][NH:30][N:27]=4)=[CH:21][CH:20]=3)[C:11]3[S:17][CH2:16][CH2:15][CH2:14][C:12]=3[N:13]=2)[CH:5]=[CH:6][CH:7]=1.[ClH:1] |f:2.3.4|. The reactants are ClC=1C=C(C=CC1)C=1N=C(C2=C(N1)CCCS2)NC2=CC=C(C=C2)CC#N (2-[4-[[2-(3-chlorophenyl)-7,8-dihydro-6H-thiopyrano[3,2-d]pyrimidin-4-yl]amino]phenyl]acetonitrile), N(=[N+]=[N-])[Si](C)(C)C (azido(trimethyl)silane), O.[F-].C(CCC)[N+](CCCC)(CCCC)CCCC (tetrabutylammonium fluoride hydrate). Reaction conditions: temperature 110 celsius, time 8 hour. Reactants: C(C)(C)C=1C=C(C=O)C=CC1OC (3-Isopropyl-4-methoxybenzaldehyde), N1C(CC2=CC=CN=C12)=O (7-aza-2-oxindole). The product is C(C)(C)C=1C=C(C=C2C(NC3=NC=CC=C32)=O)C=CC1OC (3-(3-isopropyl-4-methoxy-benzylidene)-1,3-dihydropyrrolo[2,3-b]pyridin-2-one). RXN SMILES: [CH:1]([C:4]1[CH:5]=[C:6]([CH:9]=[CH:10][C:11]=1[O:12][CH3:13])[CH:7]=O)([CH3:3])[CH3:2].[NH:14]1[C:22]2[C:17](=[CH:18][CH:19]=[CH:20][N:21]=2)[CH2:16][C:15]1=[O:23]>>[CH:1]([C:4]1[CH:5]=[C:6]([CH:9]=[CH:10][C:11]=1[O:12][CH3:13])[CH:7]=[C:16]1[C:17]2[C:22](=[N:21][CH:20]=[CH:19][CH:18]=2)[NH:14][C:15]1=[O:23])([CH3:3])[CH3:2]. Procedure: 3-Isopropyl-4-methoxybenzaldehyde was condensed with 7-aza-2-oxindole to give 0.25 g of 3-(3-isopropyl-4-methoxy-benzylidene)-1,3-dihydropyrrolo[2,3-b]pyridin-2-one as a yellow-orange solid. Starting materials: BrC1C(N(CCCC1)CCCCCCCCCCCC)=O (3-bromo-1-dodecylazacycloheptan-2-one), N1=C(C=CC=C1C)C (2,6-lutidine). The solvent is C1(=CC=CC=C1)C (toluene). Yields the product C(CCCCCCCCCCC)N1C(C=CCCC1)=O (1-Dodecylazacyclohept-3-ene-2-one). RXN SMILES: Br[CH:2]1[CH2:8][CH2:7][CH2:6][CH2:5][N:4]([CH2:9][CH2:10][CH2:11][CH2:12][CH2:13][CH2:14][CH2:15][CH2:16][CH2:17][CH2:18][CH2:19][CH3:20])[C:3]1=[O:21].N1C(C)=CC=CC=1C>C1(C)C=CC=CC=1>[CH2:9]([N:4]1[CH2:5][CH2:6][CH2:7][CH:8]=[CH:2][C:3]1=[O:21])[CH2:10][CH2:11][CH2:12][CH2:13][CH2:14][CH2:15][CH2:16][CH2:17][CH2:18][CH2:19][CH3:20]. Procedure details: A solution of 10.0 g (28 mmol) of 3-bromo-1-dodecylazacycloheptan-2-one and 5.1 g (47 mmol) of 2,6-lutidine was refluxed for 3 hours, then cooled to room temperature. 100 ml of toluene was added, the mixture was filtered, and the filtrate was concentrated in vacuo to yield a crude oil. Purification by flash chromatography (silica gel; 7:3 petroleum ether/ether V/V) gave the product as a colorless oil, Rf =0.38; Kuglerohr distilled at 165°-170° C./0.2 mm Hg.